describe an organic reaction: reactants, conditions, products, and yield From a dataset of the Open Reaction Database (ORD), a public repository of structured organic reaction records. Reactants: O=C([O-])O, CC(=O)[O-], CCOCC, COc1ccc(CN(Cc2ccc(OC)cc2)c2nc(C)nc(Cl)n2)cc1, ClCCl, OB(O)c1cc(CN2CCOCC2)cnc1F, [K+], [Na+], C1COCCO1, O. Product: COc1ccc(CN(Cc2ccc(OC)cc2)c2nc(C)nc(-c3cc(CN4CCOCC4)cnc3F)n2)cc1. Reaction SMILES: [C:57](=[O:58])([OH:59])[O-:60].[CH3:46][C:47](=[O:48])[O-:49].[CH3:62][CH2:63][O:64][CH2:65][CH3:66].[Cl:1][c:2]1[n:3][c:4]([N:9]([CH2:10][c:11]2[cH:12][cH:13][c:14]([O:17][CH3:18])[cH:15][cH:16]2)[CH2:19][c:20]2[cH:21][cH:22][c:23]([O:26][CH3:27])[cH:24][cH:25]2)[n:5][c:6]([CH3:8])[n:7]1.[Cl:67][CH2:68][Cl:69].[F:28][c:29]1[n:30][cH:31][c:32]([CH2:38][N:39]2[CH2:40][CH2:41][O:42][CH2:43][CH2:44]2)[cH:33][c:34]1[B:35]([OH:36])[OH:37].[K+:45].[Na+:61].[O:51]1[CH2:52][CH2:53][O:54][CH2:55][CH2:56]1.[OH2:50]>>[c:2]1(-[c:34]2[c:29]([F:28])[n:30][cH:31][c:32]([CH2:38][N:39]3[CH2:40][CH2:41][O:42][CH2:43][CH2:44]3)[cH:33]2)[n:3][c:4]([N:9]([CH2:10][c:11]2[cH:12][cH:13][c:14]([O:17][CH3:18])[cH:15][cH:16]2)[CH2:19][c:20]2[cH:21][cH:22][c:23]([O:26][CH3:27])[cH:24][cH:25]2)[n:5][c:6]([CH3:8])[n:7]1. Starting materials: BrCCOc1ccccc1, O=C([O-])[O-], CC#N, CC(Nc1cc(-c2cc3nccn3c(N3CC4CC3CN4)n2)ccn1)c1ccccc1, ClCCl, [K+], [K+]. The product is CC(Nc1cc(-c2cc3nccn3c(N3CC4CC3CN4CCOc3ccccc3)n2)ccn1)c1ccccc1. Reaction SMILES: [Br:38][CH2:39][CH2:40][O:41][c:42]1[cH:43][cH:44][cH:45][cH:46][cH:47]1.[C:32](=[O:33])([O-:34])[O-:35].[CH3:48][C:49]#[N:50].[CH:1]12[N:2]([c:8]3[n:9][c:10](-[c:17]4[cH:18][c:19]([NH:23][CH:24]([CH3:25])[c:26]5[cH:27][cH:28][cH:29][cH:30][cH:31]5)[n:20][cH:21][cH:22]4)[cH:11][c:12]4[n:13]3[cH:14][cH:15][n:16]4)[CH2:3][CH:4]([NH:5][CH2:6]1)[CH2:7]2.[Cl:51][CH2:52][Cl:53].[K+:36].[K+:37]>>[CH:1]12[N:2]([c:8]3[n:9][c:10](-[c:17]4[cH:18][c:19]([NH:23][CH:24]([CH3:25])[c:26]5[cH:27][cH:28][cH:29][cH:30][cH:31]5)[n:20][cH:21][cH:22]4)[cH:11][c:12]4[n:13]3[cH:14][cH:15][n:16]4)[CH2:3][CH:4]([N:5]([CH2:39][CH2:40][O:41][c:42]3[cH:43][cH:44][cH:45][cH:46][cH:47]3)[CH2:6]1)[CH2:7]2. The reactants are C(C)(C)(C)OC(=O)N1CCC(CC1)NC(=O)C=1C(=NC=C(C1)F)OC1=CC=C(C=C1)F (4-{[5-Fluoro-2-(4-fluorophenoxy)-pyridine-3-carbonyl]-amino}-piperidine-1-carboxylic acid tert-butyl ester), ClCCl (dichloromethane). Run at time 45 minute. Yields the product Cl.FC=1C=NC(=C(C(=O)NC2CCNCC2)C1)OC1=CC=C(C=C1)F (5-fluoro-2-(4-fluoro-phenoxy)-N-piperidin-4-yl-nicotinamide hydrochloride). As a reaction SMILES: C(OC([N:8]1[CH2:13][CH2:12][CH:11]([NH:14][C:15]([C:17]2[C:18]([O:24][C:25]3[CH:30]=[CH:29][C:28]([F:31])=[CH:27][CH:26]=3)=[N:19][CH:20]=[C:21]([F:23])[CH:22]=2)=[O:16])[CH2:10][CH2:9]1)=O)(C)(C)C.[Cl:32]CCl>>[ClH:32].[F:23][C:21]1[CH:20]=[N:19][C:18]([O:24][C:25]2[CH:30]=[CH:29][C:28]([F:31])=[CH:27][CH:26]=2)=[C:17]([CH:22]=1)[C:15]([NH:14][CH:11]1[CH2:10][CH2:9][NH:8][CH2:13][CH2:12]1)=[O:16] |f:2.3|. Reported procedure: 4-{[5-Fluoro-2-(4-fluorophenoxy)-pyridine-3-carbonyl]-amino}-piperidine-1-carboxylic acid tert-butyl ester (2.58 g, 5.95, mmol) (see Preparation 28) was dissolved in dichloromethane (15 ml) and hydrogen chloride gas bubbled through the solution at 0° C. for 10 minutes. The reaction mixture was then held under an atmosphere of nitrogen at room temperature for a further 45 minutes and the solvent removed in vacuo. The resultant white precipitate was triturated with diethylether (2-fold 10 ml) givi... The reactants are C(=O)([O-])[O-].[K+].[K+] (K2CO3), CN(C)P(=O)(N(C)C)N(C)C (HMPA), C(C1=CC=CC=C1)OCC=1N=C(NC1)C(C(C)C)=O (1-(benzyloxymethylimidazol-2-yl)-2-methyl-propan-1-one), [Li]CCCC (n-BuLi), C(C)(=O)OC(C)(C)C (t-butyl acetate), C(C)(C)NC(C)C (Diisopropylamine). Solvent: C1CCOC1 (THF), C1CCOC1 (THF). Reaction conditions: temperature -10 celsius. The product is C(C1=CC=CC=C1)OCN1C(=NC=C1)C(CC(=O)OC(C)(C)C)(C(C)C)O (t-butyl 3-(1-benzyloxymethylimidazol-2-yl)-3-hydroxy-4-methyl-pentanoate). Yield: 90.0%. As a reaction SMILES: [CH:1](NC(C)C)([CH3:3])[CH3:2].[Li][CH2:9][CH2:10][CH2:11][CH3:12].[C:13]([O:16][C:17]([CH3:20])([CH3:19])[CH3:18])(=[O:15])[CH3:14].CN(P(N(C)C)(N(C)C)=O)C.C(OC[C:41]1[N:42]=[C:43]([C:46](=[O:50])[CH:47]([CH3:49])[CH3:48])[NH:44][CH:45]=1)C1C=CC=CC=1.[C:51]([O-])([O-])=[O:52].[K+].[K+]>C1COCC1>[CH2:9]([O:52][CH2:51][N:42]1[CH:41]=[CH:45][N:44]=[C:43]1[C:46]([OH:50])([CH:47]([CH3:48])[CH3:49])[CH2:14][C:13]([O:16][C:17]([CH3:20])([CH3:19])[CH3:18])=[O:15])[C:10]1[CH:3]=[CH:1][CH:2]=[CH:12][CH:11]=1 |f:5.6.7|. Reported procedure: Diisopropylamine (83 μL, 0.59 mmol) and THF (1.5 mL) were cooled to -40° C. and n-BuLi (188 μL, 0.47 mmol, 2.5M in hexane) was added. The reaction mixture was warmed to -10° C. and stirred for 15 m, recooled to -70° C. and t-butyl acetate (63 μL, 0.47 mmol) was added. The reaction was stirred for 5 m, and HMPA (254 μL, 1.41 mmol) was added. The reaction was stirred at -70° C. for 5 m and 1-(benzyloxymethylimidazol-2-yl)-2-methyl-propan-1-one (100 mg, 0.39 mmol) in THF (1.5 mL) was added dropwise... RXN SMILES: [Br:15][CH2:16][c:17]1[cH:18][cH:19][cH:20][cH:21][cH:22]1.[Br:3][c:4]1[cH:5][c:6]2[cH:7][cH:8][c:9]([OH:14])[cH:10][c:11]2[cH:12][cH:13]1.[CH3:23][N:24]([CH3:25])[CH:26]=[O:27].[CH3:28][CH2:29][O:30][C:31]([CH3:32])=[O:33].[H-:1].[Na+:2].[Na+:38].[O-:34][C:35]([OH:36])=[O:37]>>[Br:3][c:4]1[cH:5][c:6]2[cH:7][cH:8][c:9]([O:14][CH2:16][c:17]3[cH:18][cH:19][cH:20][cH:21][cH:22]3)[cH:10][c:11]2[cH:12][cH:13]1. The reactants are BrCc1ccccc1, Oc1ccc2cc(Br)ccc2c1, CN(C)C=O, CCOC(C)=O, [H-], [Na+], [Na+], O=C([O-])O. The product is Brc1ccc2cc(OCc3ccccc3)ccc2c1. The product is N#Cc1cccc(CC=CO)c1. RXN SMILES: [BH4-:13].[C:1](#[N:2])[c:3]1[cH:4][c:5]([CH:9]=[CH:10][CH:11]=[O:12])[cH:6][cH:7][cH:8]1.[CH3:15][OH:16].[Na+:14]>>[C:1](#[N:2])[c:3]1[cH:4][c:5]([CH2:9][CH:10]=[CH:11][OH:12])[cH:6][cH:7][cH:8]1. Reactants: [BH4-], N#Cc1cccc(C=CC=O)c1, CO, [Na+]. Reactants: C1(=C(C(=C(C(=C1F)F)F)N)F)N.Cl.Cl (dihydrochloride), [N+](=O)([O-])C1=CC=C(C=C1)NCCNCCO (2-[2-(4-nitrophenylamino)ethylamino]ethanol). The reagents and catalysts are [Zn].[Cl-].[NH4+].O.C(C)O (zinc ammonium chloride water ethanol). Yields the product Cl.Cl.NC1=CC=C(C=C1)NCCNCCO (2-[2-(4-aminophenylamino)ethylamino]ethanol dihydrochloride). RXN SMILES: [N+:1]([C:4]1[CH:9]=[CH:8][C:7]([NH:10][CH2:11][CH2:12][NH:13][CH2:14][CH2:15][OH:16])=[CH:6][CH:5]=1)([O-])=O.C1(N)C(F)=C(F)C(F)=C(N)C=1F.[ClH:29].Cl>[Zn].[Cl-].[NH4+].O.C(O)C>[ClH:29].[ClH:29].[NH2:1][C:4]1[CH:9]=[CH:8][C:7]([NH:10][CH2:11][CH2:12][NH:13][CH2:14][CH2:15][OH:16])=[CH:6][CH:5]=1 |f:1.2.3,4.5.6.7.8,9.10.11|. Reported procedure: The 2-[2-(4-nitrophenylamino)ethylamino]ethanol (1) obtained above was reduced with a boiling zinc/ammonium chloride/water/ethanol mixture. The corresponding amine was isolated in dihydrochloride form. The reactants are [OH-].[Na+] (sodium hydroxide), C(C)OC(C1=CC=C(C=C1)N)=O (4-Aminobenzoic acid ethyl ester), C1(CCCC1)C(=O)O (cyclopentanecarboxylic acid), ester. Solvent: C(C)O (ethanol). The product is C1(CCCC1)C(=O)NC1=CC=C(C(=O)O)C=C1 (4-(Cyclopentanecarbonylamino)benzoic acid). As a reaction SMILES: C([O:3][C:4](=[O:12])[C:5]1[CH:10]=[CH:9][C:8]([NH2:11])=[CH:7][CH:6]=1)C.[CH:13]1([C:18](O)=[O:19])[CH2:17][CH2:16][CH2:15][CH2:14]1.[OH-].[Na+]>C(O)C>[CH:13]1([C:18]([NH:11][C:8]2[CH:7]=[CH:6][C:5]([C:4]([OH:3])=[O:12])=[CH:10][CH:9]=2)=[O:19])[CH2:17][CH2:16][CH2:15][CH2:14]1 |f:2.3|. Procedure details: 4-Aminobenzoic acid ethyl ester was reacted with cyclopentanecarboxylic acid by method E, and the resulting ester was hydrolyzed by boiling with sodium hydroxide in aqueous ethanol. The product with the molecular weight of 233.27 (C13H15NO3); MS (ESI): 234 (M+H+) was obtained in this way. The reactants are Cl (HCl), ClC=1C=C(C=CC1Cl)C(C#N)C (2-(3,4-Dichloro-phenyl)-propionitrile), CCO (EtOH), B.C1CCOC1 (BH3.THF). Run in CCOCC (Et2O), O (water), C1CCOC1 (THF). Conditions: time 8 hour. Yields the product Cl.ClC=1C=C(C=CC1Cl)C(CN)C (2-(3,4-Dichloro-phenyl)-propylamine hydrochloride). Reaction SMILES: [Cl:1][C:2]1[CH:3]=[C:4]([CH:9]([CH3:12])[C:10]#[N:11])[CH:5]=[CH:6][C:7]=1[Cl:8].B.C1COCC1.CCO.Cl>C1COCC1.CCOCC.O>[ClH:1].[Cl:1][C:2]1[CH:3]=[C:4]([CH:9]([CH3:12])[CH2:10][NH2:11])[CH:5]=[CH:6][C:7]=1[Cl:8] |f:1.2,8.9|. Reported procedure: 2-(3,4-Dichloro-phenyl)-propionitrile (5.0 g, 25.0 mmol) was dissolved in THF (80 mL). BH3.THF (1 M in THF, 27.5 mL, 27.5 mmol) was added and the mixture was stirred overnight at rt. EtOH (10 mL) was added, the mixture was stirred for 20 min, and HCl in Et2O (2 M, 12.5 mL) was added. After stirring for 1 h, water was added, causing precipitation of the product. The product was collected by suction filtration and dried (4.2 g, 70%). MS (ESI+): mass calcd. for C9H11Cl2N, 204.1; m/z found, 205 [M+H... The product is ClC1=C(C=CC(=C1)OC)C=1N=C(C(=NC1CC)N[C@@H]1CN(C[C@@H]1OCCF)C(=O)OC)CC (methyl (3R,4S)-3-{[5-(2-chloro-4-methoxyphenyl)-3,6-diethylpyrazin-2-yl]amino}-4-(2-fluoroethoxy)pyrrolidine-1-carboxylate). Procedure: Following the procedure for the preparation of N-[(cis)-1-acetyl-4-ethoxypyrrolidin-3-yl]-5-(2,4-dichlorophenyl)-3,6-diethylpyrazin-2-amine but substituting 5-(2-chloro-4-methoxyphenyl)-3,6-diethyl-N-[(3R,4S)-4-(2-fluoroethoxy)pyrrolidin-3-yl]pyrazin-2-amine and methyl chloroformate, and making non-critical variations provided the title compound as an oil: 1H NMR (DMSO-d6) δ) 1.08, 1.15, 2.37, 2.65, 3.54, 3.60, 3.71, 3.82, 4.25, 4.43, 4.54, 5.93, 6.98, 7.10, 7.26; IR (liq.) 2972, 2068 (w), 1996 ... Starting materials: C(C)(=O)N1C[C@H]([C@H](C1)OCC)NC1=NC(=C(N=C1CC)C1=C(C=C(C=C1)Cl)Cl)CC (N-[(cis)-1-acetyl-4-ethoxypyrrolidin-3-yl]-5-(2,4-dichlorophenyl)-3,6-diethylpyrazin-2-amine), ClC1=C(C=CC(=C1)OC)C=1N=C(C(=NC1CC)N[C@@H]1CNC[C@@H]1OCCF)CC (5-(2-chloro-4-methoxyphenyl)-3,6-diethyl-N-[(3R,4S)-4-(2-fluoroethoxy)pyrrolidin-3-yl]pyrazin-2-amine), ClC(=O)OC (methyl chloroformate). RXN SMILES: C(N1C[C@H](OCC)[C@H](NC2C(CC)=NC(C3C=CC(Cl)=CC=3Cl)=C(CC)N=2)C1)(=O)C.[Cl:31][C:32]1[CH:37]=[C:36]([O:38][CH3:39])[CH:35]=[CH:34][C:33]=1[C:40]1[N:41]=[C:42]([CH2:58][CH3:59])[C:43]([NH:48][C@H:49]2[C@@H:53]([O:54][CH2:55][CH2:56][F:57])[CH2:52][NH:51][CH2:50]2)=[N:44][C:45]=1[CH2:46][CH3:47].Cl[C:61]([O:63][CH3:64])=[O:62]>>[Cl:31][C:32]1[CH:37]=[C:36]([O:38][CH3:39])[CH:35]=[CH:34][C:33]=1[C:40]1[N:41]=[C:42]([CH2:58][CH3:59])[C:43]([NH:48][C@H:49]2[C@@H:53]([O:54][CH2:55][CH2:56][F:57])[CH2:52][N:51]([C:61]([O:63][CH3:64])=[O:62])[CH2:50]2)=[N:44][C:45]=1[CH2:46][CH3:47].